Dataset: the Open Reaction Database (ORD), a public repository of structured organic reaction records. Task: describe an organic reaction: reactants, conditions, products, and yield The reactants are O=C(CC#N)C1COCC1 (3-oxo-3-(tetrahydrofuran-3-yl)propanenitrile), Cl (hydrochloric acid), Cl.COC1=CC=C(C=C1)NN ((4-methoxyphenyl)hydrazine hydrochloride), [OH-].[Na+] (NaOH). Solvent: CCO (EtOH). Conditions: temperature 80 celsius. Yields the product COC1=CC=C(C=C1)N1N=C(C=C1N)C1COCC1 (1-(4-Methoxyphenyl)-3-(tetrahydrofuran-3-yl)-1H-pyrazol-5-amine). RXN SMILES: O=[C:2]([CH:6]1[CH2:10][CH2:9][O:8][CH2:7]1)[CH2:3][C:4]#[N:5].Cl.Cl.[CH3:13][O:14][C:15]1[CH:20]=[CH:19][C:18]([NH:21][NH2:22])=[CH:17][CH:16]=1.[OH-].[Na+]>CCO>[CH3:13][O:14][C:15]1[CH:20]=[CH:19][C:18]([N:21]2[C:4]([NH2:5])=[CH:3][C:2]([CH:6]3[CH2:10][CH2:9][O:8][CH2:7]3)=[N:22]2)=[CH:17][CH:16]=1 |f:2.3,4.5|. Procedure details: To a solution of 3-oxo-3-(tetrahydrofuran-3-yl)propanenitrile (718 mg, 4.64 mmol) in EtOH (20 mL) was added conc. hydrochloric acid (0.387 mL, 4.64 mmol) and (4-methoxyphenyl)hydrazine hydrochloride (737 mg, 4.22 mmol). The reaction mixture was heated to 80° C. for 4 hr and was then cooled to RT and adjusted to pH8 by the addition of aq NaOH (2M, <5 mL). The resulting mixture was partitioned between water (20 mL) and Et2O (25 mL) and the aq layer was separated and extracted with ether (25 mL). T...